From a dataset of the Open Reaction Database (ORD), a public repository of structured organic reaction records. describe an organic reaction: reactants, conditions, products, and yield Starting materials: CCOC(=O)C(F)C(C)P(C)(=O)OCC, CCO, [NH4+], [OH-]. Product: CCOP(C)(=O)C(C)C(F)C(N)=O. RXN SMILES: [CH2:1]([CH3:2])[O:3][P:4](=[O:5])([CH3:6])[CH:7]([CH:8]([C:9](=[O:10])[O:11][CH2:12][CH3:13])[F:14])[CH3:15].[CH3:18][CH2:19][OH:20].[NH4+:16].[OH-:17]>>[CH2:1]([CH3:2])[O:3][P:4](=[O:5])([CH3:6])[CH:7]([CH:8]([C:9](=[O:10])[NH2:16])[F:14])[CH3:15]. Starting materials: CS(=O)(=O)c1cccc(Cl)n1, N#C[Na], CN(C)C=O, O. Product: N#Cc1cccc(Cl)n1. Reaction SMILES: [Cl:1][c:2]1[n:3][c:4]([S:8]([CH3:9])(=[O:10])=[O:11])[cH:5][cH:6][cH:7]1.[Na:12][C:13]#[N:14].[O:15]=[CH:16][N:17]([CH3:18])[CH3:19].[OH2:20]>>[Cl:1][c:2]1[n:3][c:4]([C:13]#[N:14])[cH:5][cH:6][cH:7]1. Reactants: CC(=O)N1CCSc2ccccc2C1, ClCCl, O=C(OO)c1cccc(Cl)c1. The product is CC(=O)N1CCS(=O)c2ccccc2C1. RXN SMILES: [C:12]([CH3:13])(=[O:14])[N:15]1[CH2:16][CH2:17][S:18][c:19]2[c:20]([cH:22][cH:23][cH:24][cH:25]2)[CH2:21]1.[Cl:26][CH2:27][Cl:28].[OH:1][O:2][C:3]([c:4]1[cH:5][c:6]([Cl:7])[cH:8][cH:9][cH:10]1)=[O:11]>>[O:1]=[S:18]1[CH2:17][CH2:16][N:15]([C:12]([CH3:13])=[O:14])[CH2:21][c:20]2[c:19]1[cH:25][cH:24][cH:23][cH:22]2. The reactants are C(C)(=O)O[C@@H]1C(=C[C@H]2[C@@H](CC[C@H]([C@]23[C@H]1OC(O3)(C)C)C)C=3N=C(SC3)CC)C ((3aS,4R,6aS,7R,10R,10aR)-7-(2-ethyl-1,3-thiazol-4-yl)-2,2,5,10-tetramethyl-4,6a,7,8,9,10-hexahydro-3aH-naphtho[1,8a-d][1,3]dioxol-4-yl acetate). The solvent is C1(=CC=C(C=C1)S(=O)(=O)O)C (para-toluenesulfonic acid). The product is C(C)(=O)O[C@H]1[C@@H]([C@]2([C@@H](CC[C@H]([C@@H]2C=C1C)C=1N=C(SC1)CC)C)O)O ((1S,2R,4aS,5R,8R,8aR)-5-(2-ethyl-1,3-thiazol-4-yl)-1,8a-dihydroxy-3,8-dimethyl-1,2,4a,5,6,7,8,8a-octahydronaphthalen-2-yl acetate). Isolated yield 30.2%. RXN SMILES: [C:1]([O:4][C@H:5]1[C@@H:14]2[O:15]C(C)(C)[O:17][C@@:13]32[C@H:8]([C@H:9]([C:21]2[N:22]=[C:23]([CH2:26][CH3:27])[S:24][CH:25]=2)[CH2:10][CH2:11][C@H:12]3[CH3:20])[CH:7]=[C:6]1[CH3:28])(=[O:3])[CH3:2]>C1(C)C=CC(S(O)(=O)=O)=CC=1>[C:1]([O:4][C@@H:5]1[C:6]([CH3:28])=[CH:7][C@@H:8]2[C@:13]([OH:17])([C@H:12]([CH3:20])[CH2:11][CH2:10][C@H:9]2[C:21]2[N:22]=[C:23]([CH2:26][CH3:27])[S:24][CH:25]=2)[C@H:14]1[OH:15])(=[O:3])[CH3:2]. Procedure: A solution of (3aS,4R,6aS,7R,10R,10aR)-7-(2-ethyl-1,3-thiazol-4-yl)-2,2,5,10-tetramethyl-4,6a,7,8,9,10-hexahydro-3aH-naphtho[1,8a-d][1,3]dioxol-4-yl acetate (Preparation 165, 345 mg) in methanolic para-toluenesulfonic acid (1% w/w, 10 ml) was stirred at room temperature for 12 days. The reaction mixture was partitioned between ethyl acetate and a mixture of dilute aqueous sodium chloride and saturated aqueous sodium hydrogen carbonate. The organic phase was dried (MgSO4), evaporated and purified... Reactants: C(CCC)C=1N(C=C(N1)C1=CC=C(C=C1)OC[C@H]1OC1)C1=CC=C(C=C1)OC1=CC=C(C=C1)Cl (2-butyl-1-[4-(4-chloro-phenoxy)-phenyl]-4-[4-((S)-1-oxiranylmethoxy)-phenyl]-1H-imidazole), C(CCC)C=1N(C=C(N1)C1=CC=C(C=C1)OC[C@H]1OC1)C1=CC=C(C=C1)OC1=CC=C(C=C1)Cl (2-butyl-1-[4-(4-chloro-phenoxy)-phenyl]-4-[4-((S)-1-oxiranylmethoxy)-phenyl]-1H-imidazole), CNC (dimethylamine). The solvent is C1CCOC1 (THF). The product is C(CCC)C=1N(C=C(N1)C1=CC=C(OC[C@H](CN(C)C)O)C=C1)C1=CC=C(C=C1)OC1=CC=C(C=C1)Cl ((S)-1-(4-{2-butyl-1-[4-(4-chloro-phenoxy)-phenyl]-1H-imidazol-4-yl}-phenoxy)-3-dimethylamino-propan-2-ol). Reaction SMILES: [CH2:1]([C:5]1[N:6]([C:21]2[CH:26]=[CH:25][C:24]([O:27][C:28]3[CH:33]=[CH:32][C:31]([Cl:34])=[CH:30][CH:29]=3)=[CH:23][CH:22]=2)[CH:7]=[C:8]([C:10]2[CH:15]=[CH:14][C:13]([O:16][CH2:17][C@@H:18]3[CH2:20][O:19]3)=[CH:12][CH:11]=2)[N:9]=1)[CH2:2][CH2:3][CH3:4].[CH3:35][NH:36][CH3:37]>C1COCC1>[CH2:1]([C:5]1[N:6]([C:21]2[CH:22]=[CH:23][C:24]([O:27][C:28]3[CH:33]=[CH:32][C:31]([Cl:34])=[CH:30][CH:29]=3)=[CH:25][CH:26]=2)[CH:7]=[C:8]([C:10]2[CH:11]=[CH:12][C:13]([O:16][CH2:17][C@@H:18]([OH:19])[CH2:20][N:36]([CH3:37])[CH3:35])=[CH:14][CH:15]=2)[N:9]=1)[CH2:2][CH2:3][CH3:4]. Reported procedure: A solution of 2-butyl-1-[4-(4-chloro-phenoxy)-phenyl]-4-[4-((S)-1-oxiranylmethoxy)-phenyl]-1H-imidazole (from intermediate A3) in 3 mL of dimethylamine in THF (2M) was stirred at 76° C. for 1 h in a microwave reactor. Upon completion (determined by LC/MS), the reaction was evaporated in vacuo and purified by silica gel flash column chromatography using a gradient of EtOAc to 96% EtOAc/(2M NH3/MeOH) as an eluent to afford (S)-1-(4-{2-butyl-1-[4-(4-chloro-phenoxy)-phenyl]-1H-imidazol-4-yl}-phenoxy... The reactants are C1(=CC=C(C=C1)S(=O)(=O)Cl)C (p-toluenesulphonyl chloride), [2H]C([2H])([2H])C([C@@H](C)/C=C/[C@@H](C)[C@H]1CC[C@@H]\2[C@@]1(CCC/C2=C\C=C/3\C[C@H](C[C@@H](C3=C)O)O)C)(C([2H])([2H])[2H])O (e-1, 3-diol), ice-salt, C(CCC)[Li] (n-Butyllithium), C(CCC)[Li] (n-butyl lithium). Solvent: C1CCOC1 (THF), C1CCOC1 (THF). Reaction conditions: time 45 minute. Product: C(CC)C1OCC1CC (2-propyl-3-ethyloxetane). RXN SMILES: [2H]C(C(O)(C([2H])([2H])[2H])[C@H](/C=C/[C@H]([C@@H]1[C@@]2(C)CCC/C(=C\[CH:22]=[C:23]3\[CH2:24][C@@H:25](O)[CH2:26][C@H:27]([OH:30])[C:28]\3=[CH2:29])/[C@@H]2CC1)C)C)([2H])[2H].C([Li])CCC.C1(C)C=CC(S(Cl)(=O)=O)=CC=1>C1COCC1>[CH2:26]([CH:27]1[CH:28]([CH2:23][CH3:22])[CH2:29][O:30]1)[CH2:25][CH3:24]. Reported procedure: This compound was prepared after the method of Moulines et al, Synthesis, (1981), 550. 18 g 2-ethylhexa e-1, 3-diol (Aldrich Chemical Co.) was dissolved in dry THF (350 ml) and the solution was chilled to -3° C. (ice-salt bath). n-Butyllithium solution (1.6M in hexane, 94 ml, 0.15 mol) was added dropwise with stirring over 45 minutes (temperature 5°±5° C.). Stirring was continued for a further 1 hour at room temperature, then p-toluenesulphonyl chloride (28.6 g, 0.15 mol) in dry THF (75 ml) was ... Starting materials: COC1=NN=C(S1)N=C=O (5-Methoxy-1,3,4-thiadiazol-2-yl isocyanate), C(CC)NN (propylhydrazine), NN (hydrazine). Solvent: C(Cl)Cl (methylene chloride). Yields the product C(CC)N(N)C(=O)NC=1SC(=NN1)OC (2-propyl-4-(5-methoxy-1,3,4-thiadiazol-2-yl)semicarbazide). RXN SMILES: [CH2:1]([NH:4][NH2:5])[CH2:2][CH3:3].[CH3:6][O:7][C:8]1[S:12][C:11]([N:13]=[C:14]=[O:15])=[N:10][N:9]=1.NN>C(Cl)Cl>[CH2:1]([N:4]([C:14]([NH:13][C:11]1[S:12][C:8]([O:7][CH3:6])=[N:9][N:10]=1)=[O:15])[NH2:5])[CH2:2][CH3:3]. Reported procedure: A solution of propylhydrazine (0.3 mole) in methylene chloride (150 ml) is charged into a glass reaction vessel equipped with a mechanical stirrer, thermometer and reflux condenser. 5-Methoxy-1,3,4-thiadiazol-2-yl isocyanate dimer (0.1 mole) is then added, with stirring, at room temperature. After the addition is completed the reaction mixture is heated at reflux for a period of about 4 hours. After this time the reaction mixture is stripped of solvent and excess hydrazine to yield the desired p...